describe an organic reaction: reactants, conditions, products, and yield From a dataset of the Open Reaction Database (ORD), a public repository of structured organic reaction records. Starting materials: COc1cc(C2=CCC(N3CCN(C(=O)OC(C)(C)C)CC3)CC2)ccc1[N+](=O)[O-], ClCCl, O=C(O)C(F)(F)F. The product is COc1cc(C2=CCC(N3CCNCC3)CC2)ccc1[N+](=O)[O-]. As a reaction SMILES: [CH3:1][O:2][c:3]1[cH:4][c:5]([C:12]2=[CH:13][CH2:14][CH:15]([N:18]3[CH2:19][CH2:20][N:21]([C:24]([O:25][C:26]([CH3:27])([CH3:28])[CH3:29])=[O:30])[CH2:22][CH2:23]3)[CH2:16][CH2:17]2)[cH:6][cH:7][c:8]1[N+:9](=[O:10])[O-:11].[Cl:38][CH2:39][Cl:40].[F:31][C:32]([F:33])([F:34])[C:35]([OH:36])=[O:37]>>[CH3:1][O:2][c:3]1[cH:4][c:5]([C:12]2=[CH:13][CH2:14][CH:15]([N:18]3[CH2:19][CH2:20][NH:21][CH2:22][CH2:23]3)[CH2:16][CH2:17]2)[cH:6][cH:7][c:8]1[N+:9](=[O:10])[O-:11].